This data is from the Open Reaction Database (ORD), a public repository of structured organic reaction records. The task is: describe an organic reaction: reactants, conditions, products, and yield The reactants are ClC=1OC(=C(N1)C1=CC=C(C=C1)Cl)CCC(=O)OC (methyl 3-[2-chloro-4-(4-chlorophenyl)-5-oxazolyl]propionate), N1N=CC2=CC=CC=C12 (1H-indazole), C([O-])([O-])=O.[K+].[K+] (potassium carbonate), CN(C=O)C (N,N-dimethylformamide). The solvent is O (water). Conditions: temperature 120 celsius, time 3 hour. Product: ClC1=CC=C(C=C1)C=1N=C(OC1CCC(=O)O)N1N=CC2=CC=CC=C12 (3-[4-(4-chlorophenyl)-2-(1H-indazol-1-yl)-5-oxazolyl]propionic acid). Yield: 44.8%. As a reaction SMILES: Cl[C:2]1[O:3][C:4]([CH2:14][CH2:15][C:16]([O:18]C)=[O:17])=[C:5]([C:7]2[CH:12]=[CH:11][C:10]([Cl:13])=[CH:9][CH:8]=2)[N:6]=1.[NH:20]1[C:28]2[C:23](=[CH:24][CH:25]=[CH:26][CH:27]=2)[CH:22]=[N:21]1.C(=O)([O-])[O-].[K+].[K+].CN(C)C=O>O>[Cl:13][C:10]1[CH:9]=[CH:8][C:7]([C:5]2[N:6]=[C:2]([N:20]3[C:28]4[C:23](=[CH:24][CH:25]=[CH:26][CH:27]=4)[CH:22]=[N:21]3)[O:3][C:4]=2[CH2:14][CH2:15][C:16]([OH:18])=[O:17])=[CH:12][CH:11]=1 |f:2.3.4|. Reported procedure: A mixture of methyl 3-[2-chloro-4-(4-chlorophenyl)-5-oxazolyl]propionate (1.50 g), 1H-indazole (1.18 g), potassium carbonate (1.38 g) and N,N-dimethylformamide (20 mL) was stirred at 120° C. for 3 hrs. The reaction mixture was poured into water and extracted with ethyl acetate. The organic layer was washed with water, dried over anhydrous magnesium sulfate and concentrated. The obtained crystals were collected by filtration, dried and dissolved in a mixed solvent of tetrahydrofuran (20 mL) and e... The reactants are CI (methyl iodide), C(C)S(=O)(=O)C=1C(=NC=CC1)C(=O)NC1=CC=C(C=C1)C(C(F)(F)F)(OC)OC (3-ethylsulfonyl-N-[4-(2,2,2-trifluoro-1,1-dimethoxyethyl)phenyl]picolinamide), C([O-])([O-])=O.[K+].[K+] (potassium carbonate), CC(=O)C (acetone). Solvent: CN(C)C=O (DMF), O (Water). Reaction conditions: temperature 80 celsius, time 3 hour. Yields the product C(C)S(=O)(=O)C=1C(=NC=CC1)C(=O)N(C1=CC=C(C=C1)C(C(F)(F)F)(OC)OC)C (3-ethylsulfonyl-N-methyl-N-[4-(2,2,2-trifluoro-1,1-dimethoxyethyl)phenyl]picolinamide). Isolated yield 104.9%. RXN SMILES: CI.[CH2:3]([S:5]([C:8]1[C:9]([C:14]([NH:16][C:17]2[CH:22]=[CH:21][C:20]([C:23]([O:30][CH3:31])([O:28][CH3:29])[C:24]([F:27])([F:26])[F:25])=[CH:19][CH:18]=2)=[O:15])=[N:10][CH:11]=[CH:12][CH:13]=1)(=[O:7])=[O:6])[CH3:4].[C:32](=O)([O-])[O-].[K+].[K+].CC(C)=O>O.CN(C=O)C>[CH2:3]([S:5]([C:8]1[C:9]([C:14]([N:16]([CH3:32])[C:17]2[CH:22]=[CH:21][C:20]([C:23]([O:28][CH3:29])([O:30][CH3:31])[C:24]([F:25])([F:27])[F:26])=[CH:19][CH:18]=2)=[O:15])=[N:10][CH:11]=[CH:12][CH:13]=1)(=[O:6])=[O:7])[CH3:4] |f:2.3.4|. Procedure details: 1.0 g of methyl iodide was added to a mixture of 0.12 g of 3-ethylsulfonyl-N-[4-(2,2,2-trifluoro-1,1-dimethoxyethyl)phenyl]picolinamide (Compound of Present Invention 42), 0.15 g of potassium carbonate, 2 mL of acetone and 2 mL of DMF, and the mixture was stirred at 80° C. for 3 hours. Water was added to the reaction mixture cooled to room temperature, and the mixture was extracted with ethyl acetate. The organic layer was dried over anhydrous sodium sulfate and then concentrated under reduced p...